This data is from the Open Reaction Database (ORD), a public repository of structured organic reaction records. The task is: describe an organic reaction: reactants, conditions, products, and yield RXN SMILES: C(O[C:6](=O)[N:7](C)[CH:8]1[C:17]2[C:12](=[CH:13][C:14]([CH2:18][N:19]3[CH2:24][CH2:23][CH2:22][CH2:21][CH2:20]3)=[CH:15][CH:16]=2)[O:11][CH2:10][CH2:9]1)(C)(C)C>Cl.CCOC(C)=O>[CH3:6][NH:7][CH:8]1[C:17]2[C:12](=[CH:13][C:14]([CH2:18][N:19]3[CH2:24][CH2:23][CH2:22][CH2:21][CH2:20]3)=[CH:15][CH:16]=2)[O:11][CH2:10][CH2:9]1 |f:1.2|. The solvent is Cl.CCOC(=O)C (HCl EtOAc). Run at time 7 hour. Starting materials: C(C)(C)(C)OC(N(C1CCOC2=CC(=CC=C12)CN1CCCCC1)C)=O (methyl-(7-piperidin-1-ylmethyl-chroman-4-yl)-carbamic acid tert-butyl ester). Reported procedure: A mixture of methyl-(7-piperidin-1-ylmethyl-chroman-4-yl)-carbamic acid tert-butyl ester (567 mg, 1.58 mmol, 1.0 eq) in saturated HCl/EtOAc (15 mL) was stirred at RT for 7 h. The solvent was removed with a rotary evaporator. The crude was diluted with saturated Na2CO3 (60 mL), and extracted with EtOAc (60 mL×3). The extract phase was washed with saturated NaCl, dried over Na2SO4, filtered and concentrated. The title compound was obtained as orange oil. MS (ESI, pos. ion) m/z: 261 (M+1). The product is CNC1CCOC2=CC(=CC=C12)CN1CCCCC1 (methyl-(7-piperidin-1-ylmethyl-chroman-4-yl)-amine). Reactants: O=C([O-])[O-], CC(C)(C)OC(=O)NC(C)(C)c1ccc(B2OC(C)(C)C(C)(C)O2)cc1, COCCOC, Clc1ncc(Cl)c(Cl)n1, [Na+], [Na+], O, c1ccc(P(c2ccccc2)(c2ccccc2)[Pd](P(c2ccccc2)(c2ccccc2)c2ccccc2)(P(c2ccccc2)(c2ccccc2)c2ccccc2)P(c2ccccc2)(c2ccccc2)c2ccccc2)cc1. Product: CC(C)(C)OC(=O)NC(C)(C)c1ccc(-c2nc(Cl)ncc2Cl)cc1. RXN SMILES: [C:1](=[O:2])([O-:3])[O-:4].[CH3:16][C:17]1([CH3:18])[C:19]([CH3:20])([CH3:21])[O:22][B:23]([c:24]2[cH:25][cH:26][c:27]([C:30]([CH3:31])([CH3:32])[NH:33][C:34]([O:35][C:36]([CH3:37])([CH3:38])[CH3:39])=[O:40])[cH:28][cH:29]2)[O:41]1.[CH3:42][O:43][CH2:44][CH2:45][O:46][CH3:47].[Cl:7][c:8]1[n:9][cH:10][c:11]([Cl:15])[c:12]([Cl:14])[n:13]1.[Na+:5].[Na+:6].[OH2:48].[cH:49]1[cH:50][cH:51][c:52]([P:53]([Pd:54]([P:55]([c:56]2[cH:57][cH:58][cH:59][cH:60][cH:61]2)([c:62]2[cH:63][cH:64][cH:65][cH:66][cH:67]2)[c:68]2[cH:69][cH:70][cH:71][cH:72][cH:73]2)([P:74]([c:75]2[cH:76][cH:77][cH:78][cH:79][cH:80]2)([c:81]2[cH:82][cH:83][cH:84][cH:85][cH:86]2)[c:87]2[cH:88][cH:89][cH:90][cH:91][cH:92]2)[P:93]([c:94]2[cH:95][cH:96][cH:97][cH:98][cH:99]2)([c:100]2[cH:101][cH:102][cH:103][cH:104][cH:105]2)[c:106]2[cH:107][cH:108][cH:109][cH:110][cH:111]2)([c:112]2[cH:113][cH:114][cH:115][cH:116][cH:117]2)[c:118]2[cH:119][cH:120][cH:121][cH:122][cH:123]2)[cH:124][cH:125]1>>[Cl:7][c:8]1[n:9][cH:10][c:11]([Cl:15])[c:12](-[c:24]2[cH:25][cH:26][c:27]([C:30]([CH3:31])([CH3:32])[NH:33][C:34]([O:35][C:36]([CH3:37])([CH3:38])[CH3:39])=[O:40])[cH:28][cH:29]2)[n:13]1. The reactants are CC=1OCCN1 (2-methyloxazoline), CC(=CCBr)C (3-methyl-2-butenyl bromide), C[O-].[Na+] (sodium methylate). The solvent is C(C)#N (acetonitrile). Reaction conditions: time 3 hour. The product is COC1(OCCN1CC=C(C)C)C (2-methoxy-2-methyl-3-(3-methyl-2-butenyl)-oxazolidine). Isolated yield 84.0%. Reaction SMILES: [CH3:1][C:2]1[O:3][CH2:4][CH2:5][N:6]=1.[CH3:7][C:8]([CH3:12])=[CH:9][CH2:10]Br.[CH3:13][O-:14].[Na+]>C(#N)C>[CH3:13][O:14][C:2]1([CH3:1])[N:6]([CH2:10][CH:9]=[C:8]([CH3:12])[CH3:7])[CH2:5][CH2:4][O:3]1 |f:2.3|. Reported procedure: 8.5 g (0.1 mol) of 2-methyloxazoline and 14.9 g (0.1 mol) of 3-methyl-2-butenyl bromide were stirred in 50 ml of acetonitrile at 20° to 25° C. for 2 hours and, after adding 20 ml of a 5 N sodium methylate solution, the mixture was stirred at room temperature for a further 3 hours. The solution was filtered and, after stripping off the solvent, the residue was distilled. 15.6 g (84 mmols, 84%) of 2-methoxy-2-methyl-3-(3-methyl-2-butenyl)-oxazolidine of boiling point 96°-99° C./20 mm Hg were obtai... Reactants: CC1=NC2=CC=CC=C2C=C1 (chinaldine), BrN1C(CCC1=O)=O (N-bromosuccinimide), C(C1=CC=CC=C1)(=O)OOC(C1=CC=CC=C1)=O (benzoylperoxide). Run in C(Cl)(Cl)(Cl)Cl (CCl4). Product: BrCC1=NC2=CC=CC=C2C=C1 (2-(bromomethyl)-quinoline). Yield: 12608.0%. RXN SMILES: [CH3:1][C:2]1[CH:11]=[CH:10][C:9]2[C:4](=[CH:5][CH:6]=[CH:7][CH:8]=2)[N:3]=1.[Br:12]N1C(=O)CCC1=O.C(OOC(=O)C1C=CC=CC=1)(=O)C1C=CC=CC=1>C(Cl)(Cl)(Cl)Cl>[Br:12][CH2:1][C:2]1[CH:11]=[CH:10][C:9]2[C:4](=[CH:5][CH:6]=[CH:7][CH:8]=2)[N:3]=1. Procedure details: To a solution of chinaldine (14.3 g, 0.1 mmol) and N-bromosuccinimide (17.8g, 0.1 mmol)in CCl4 (150 mL) was added benzoylperoxide (2.6 g, 0.025 mol) and the mixture was heated under reflux for 4 hours. The reaction mixture was cooled to room temperature and evaporated in vacuum. The residue was treated with 5% HBr solution, the precipitate was filtered offand the filtrate was treated with celite and then basified with NaHCO3solution. The product was extracted with ether and crystallized from pet... The reactants are NC=1SC2=C(N1)C=C(C=C2)Cl (2-amino-5-chlorobenzothiazole), C(Cl)Cl (methylene chloride), COC(=O)N=C=O (methoxycarbonyl isocyanate). Solvent: C(C)OCC (ethyl ether). Conditions: time 8 hour. Product: ClC=1C=CC2=C(N=C(S2)NC(NC(=O)OC)=O)C1 (methyl 4-(5-chlorobenzothiazol-2-yl)allophanate). Yield: 85.0%. RXN SMILES: [CH3:1][O:2][C:3]([N:5]=[C:6]=[O:7])=[O:4].[NH2:8][C:9]1[S:10][C:11]2[CH:17]=[CH:16][C:15]([Cl:18])=[CH:14][C:12]=2[N:13]=1.C(Cl)Cl>C(OCC)C>[Cl:18][C:15]1[CH:16]=[CH:17][C:11]2[S:10][C:9]([NH:8][C:6](=[O:7])[NH:5][C:3]([O:2][CH3:1])=[O:4])=[N:13][C:12]=2[CH:14]=1. Procedure details: One part by weight of methoxycarbonyl isocyanate was added gradually with stirring to a solution of 2 parts by weight of 2-amino-5-chlorobenzothiazole in 100 parts by weight of methylene chloride and 50 parts by weight of ethyl ether. After stirring the reaction mixture at room temperature overnight, a product was isolated by filtration giving an 85% yield of methyl 4-(5-chlorobenzothiazol-2-yl)allophanate having a melting point of 395°. Reactants: CCO, CCOC(=O)c1ccc(-n2c(C)nc3c(Cl)nccc32)nc1. Yields the product CCOC(=O)c1ccc(-n2c(C)nc3cnccc32)nc1. RXN SMILES: [CH3:23][CH2:24][OH:25].[Cl:1][c:2]1[n:3][cH:4][cH:5][c:6]2[c:7]1[n:8][c:9]([CH3:22])[n:10]2-[c:11]1[n:12][cH:13][c:14]([C:17](=[O:18])[O:19][CH2:20][CH3:21])[cH:15][cH:16]1>>[cH:2]1[n:3][cH:4][cH:5][c:6]2[c:7]1[n:8][c:9]([CH3:22])[n:10]2-[c:11]1[n:12][cH:13][c:14]([C:17](=[O:18])[O:19][CH2:20][CH3:21])[cH:15][cH:16]1.